This data is from the Open Reaction Database (ORD), a public repository of structured organic reaction records. The task is: describe an organic reaction: reactants, conditions, products, and yield Reactants: CCO, [H][H], CNc1ccc([N+](=O)[O-])cn1, O=[Pt]. Yields the product CNc1ccc(N)cn1. RXN SMILES: [CH3:16][CH2:17][OH:18].[H:12][H:13].[N+:1]([O-:2])(=[O:3])[c:4]1[cH:5][n:6][c:7]([NH:10][CH3:11])[cH:8][cH:9]1.[Pt:14]=[O:15]>>[NH2:1][c:4]1[cH:5][n:6][c:7]([NH:10][CH3:11])[cH:8][cH:9]1.